This data is from the Open Reaction Database (ORD), a public repository of structured organic reaction records. The task is: describe an organic reaction: reactants, conditions, products, and yield Reactants: BrC1=CC=C(C=C1)[N+](=O)[O-] (1-bromo-4-nitro-benzene), C(C)N1CCNCC1 (1-ethyl-piperazine). The product is C(C)N1CCN(CC1)C1=CC=C(C=C1)N (4-(4-Ethyl-piperazin-1-yl)-phenylamine). RXN SMILES: Br[C:2]1[CH:7]=[CH:6][C:5]([N+:8]([O-])=O)=[CH:4][CH:3]=1.[CH2:11]([N:13]1[CH2:18][CH2:17][NH:16][CH2:15][CH2:14]1)[CH3:12]>>[CH2:11]([N:13]1[CH2:18][CH2:17][N:16]([C:2]2[CH:7]=[CH:6][C:5]([NH2:8])=[CH:4][CH:3]=2)[CH2:15][CH2:14]1)[CH3:12]. Procedure: 4-(4-Ethyl-piperazin-1-yl)-phenylamine is prepared in 2 steps from 1-bromo-4-nitro-benzene and 1-ethyl-piperazine as described in Example 1, Step A and B. Reactants: O.Cl.Cl.NC1=CC=C(OCCN(CCC2=CC=C(C=C2)NS(=O)(=O)C)C)C=C1.NC1=CC=C(OCCN(C)CCC2=CC=C(C=C2)NS(=O)(=O)C)C=C1.Cl.Cl (1-(4-aminophenoxy)-2-[N-methyl-N-(4-methanesulphonamidophenethyl)amino]ethane dihydrochloride hemihydrate), S(=O)(=O)(C)Cl (mesyl chloride), product. Run in N1=CC=CC=C1 (pyridine). Yields the product CS(=O)(=O)NC1=CC=C(OCCN(C)CCC2=CC=C(C=C2)NS(=O)(=O)C)C=C1 (1-(4-Methanesulphonamidophenoxy)-2-[N-(4-methanesulphonamidophenethyl)-N-methylamino]ethane). As a reaction SMILES: O.Cl.Cl.[NH2:4][C:5]1[CH:28]=[CH:27][C:8]([O:9][CH2:10][CH2:11][N:12]([CH3:26])[CH2:13][CH2:14][C:15]2[CH:20]=[CH:19][C:18]([NH:21][S:22]([CH3:25])(=[O:24])=[O:23])=[CH:17][CH:16]=2)=[CH:7][CH:6]=1.NC1C=CC(OCCN(CCC2C=CC(N[S:48]([CH3:51])(=[O:50])=[O:49])=CC=2)C)=CC=1.Cl.Cl.S(Cl)(C)(=O)=O>N1C=CC=CC=1>[CH3:51][S:48]([NH:4][C:5]1[CH:6]=[CH:7][C:8]([O:9][CH2:10][CH2:11][N:12]([CH2:13][CH2:14][C:15]2[CH:20]=[CH:19][C:18]([NH:21][S:22]([CH3:25])(=[O:24])=[O:23])=[CH:17][CH:16]=2)[CH3:26])=[CH:27][CH:28]=1)(=[O:50])=[O:49] |f:0.1.2.3.4.5.6|. Procedure details: The title compound was prepared by mesylation of 1-(4-aminophenoxy)-2-[N-methyl-N-(4-methanesulphonamidophenethyl)amino]ethane dihydrochloride hemihydrate (95 mg) with mesyl chloride ir pyridine according to the procedure of Example 19(C), yield 30 mg, m.p. 147°-149°, confirmed spectroscopically to be identical to the product of Example 7(C).